This data is from the Open Reaction Database (ORD), a public repository of structured organic reaction records. The task is: describe an organic reaction: reactants, conditions, products, and yield Starting materials: IC1=C2C=CC(=NC2=CC=C1)Cl (5-iodo-2-chloroquinoline), COC1=C(CN)C(=CC=C1)OC (2,6-dimethoxybenzylamine), NCC=1C=NC=CC1 (3-(aminomethyl)pyridine). The product is COC1=C(CNC2=NC=3C=CC=C(C3C=C2)NCC=2C=NC=CC2)C(=CC=C1)OC (N2-(2,6-Dimethoxy-benzyl)-N5-pyridin-3-ylmethyl-quinoline-2,5-diamine). As a reaction SMILES: I[C:2]1[CH:11]=[CH:10][CH:9]=[C:8]2[C:3]=1[CH:4]=[CH:5][C:6](Cl)=[N:7]2.[CH3:13][O:14][C:15]1[CH:22]=[CH:21][CH:20]=[C:19]([O:23][CH3:24])[C:16]=1[CH2:17][NH2:18].[NH2:25][CH2:26][C:27]1[CH:28]=[N:29][CH:30]=[CH:31][CH:32]=1>>[CH3:24][O:23][C:19]1[CH:20]=[CH:21][CH:22]=[C:15]([O:14][CH3:13])[C:16]=1[CH2:17][NH:18][C:6]1[CH:5]=[CH:4][C:3]2[C:2]([NH:25][CH2:26][C:27]3[CH:28]=[N:29][CH:30]=[CH:31][CH:32]=3)=[CH:11][CH:10]=[CH:9][C:8]=2[N:7]=1. Procedure details: The title compound, MS: m/e=401.4 (M+H+), was prepared in accordance with the general method of example 1 from 5-iodo-2-chloroquinoline, 2,6-dimethoxybenzylamine and 3-(aminomethyl)pyridine. The reactants are C(=O)(OCC1=CC=CC=C1)N[C@H](C1CO1)CC(C)C ((3S)-3-carbobenzoxyamino-5-methyl-1,2-epoxyhexane), C(CC(C)C)O (isoamyl alcohol). Reaction conditions: temperature 100 celsius, time 16 hour. Product: C(CC(C)C)OCC([C@H](CC(C)C)NC(=O)OCC1=CC=CC=C1)O ((2RS, 3S)-3-carbobenzoxyamino-2-hydroxy-5-methylhexyl isoamyl ether). RXN SMILES: [C:1]([NH:11][C@@H:12]([CH2:16][CH:17]([CH3:19])[CH3:18])[CH:13]1[O:15][CH2:14]1)([O:3][CH2:4][C:5]1[CH:10]=[CH:9][CH:8]=[CH:7][CH:6]=1)=[O:2].[CH2:20]([OH:25])[CH2:21][CH:22]([CH3:24])[CH3:23]>>[CH2:20]([O:25][CH2:14][CH:13]([OH:15])[C@@H:12]([NH:11][C:1]([O:3][CH2:4][C:5]1[CH:6]=[CH:7][CH:8]=[CH:9][CH:10]=1)=[O:2])[CH2:16][CH:17]([CH3:18])[CH3:19])[CH2:21][CH:22]([CH3:24])[CH3:23]. Procedure details: A mixture of 100 mg of (3S)-3-carbobenzoxyamino-5-methyl-1,2-epoxyhexane, 2 g of dry neutral alumina, and 2 ml of isoamyl alcohol was stirred for 16 hours at 100° C., and then stirred for 90 minutes at 140° C. After filtration of the alumina, the filtrate was evaporated under reduced pressure to obtain 97 mg of (2RS, 3S)-3-carbobenzoxyamino-2-hydroxy-5-methylhexyl isoamyl ether as a colorless oil. The reactants are C(C)(C)(C)OC(=O)N1C[C@@H]2[C@@H](N(C=3C(=CC(=CC23)Br)C(F)(F)F)C)CC1 ((4aS,9bR)-8-bromo-5-methyl-6-trifluoromethyl-1,3,4,4a,5,9b-hexahydro-pyrido[4,3-b]indole-2-carboxylic acid tert-butyl ester), [Br-].C(C1=CC=CC=C1)[Zn+] (benzyl zinc bromide). Yields the product C(C1=CC=CC=C1)C1=CC=2[C@H]3[C@@H](N(C2C(=C1)C(F)(F)F)C)CCNC3 ((4aS,9bR)-8-benzyl-5-methyl-6-trifluoromethyl-2,3,4,4a,5,9b-hexahydro-1H-pyrido[4,3-b]indole). Reaction SMILES: C(OC([N:8]1[CH2:26][CH2:25][C@@H:11]2[N:12]([CH3:24])[C:13]3[C:14]([C:20]([F:23])([F:22])[F:21])=[CH:15][C:16](Br)=[CH:17][C:18]=3[C@@H:10]2[CH2:9]1)=O)(C)(C)C.[Br-].[CH2:28]([Zn+])[C:29]1[CH:34]=[CH:33][CH:32]=[CH:31][CH:30]=1>>[CH2:28]([C:16]1[CH:15]=[C:14]([C:20]([F:22])([F:21])[F:23])[C:13]2[N:12]([CH3:24])[C@H:11]3[CH2:25][CH2:26][NH:8][CH2:9][C@H:10]3[C:18]=2[CH:17]=1)[C:29]1[CH:34]=[CH:33][CH:32]=[CH:31][CH:30]=1 |f:1.2|. Procedure: The title compound was prepared by following the general coupling procedure as a colorless oil from (4aS,9bR)-8-bromo-5-methyl-6-trifluoromethyl-1,3,4,4a,5,9b-hexahydro-pyrido[4,3-b]indole-2-carboxylic acid tert-butyl ester (Example 45) and benzyl zinc bromide. MS (ES+): 347 (base, M+H).